This data is from the Open Reaction Database (ORD), a public repository of structured organic reaction records. The task is: describe an organic reaction: reactants, conditions, products, and yield Reactants: COCCBr, CC(C)N1CCC(Oc2cnc3[nH]c(C(=O)N4CCC(F)(F)CC4)cc3c2)CC1, [H-], [Na+]. The product is COCCn1c(C(=O)N2CCC(F)(F)CC2)cc2cc(OC3CCN(C(C)C)CC3)cnc21. Reaction SMILES: [CH3:32][O:33][CH2:34][CH2:35][Br:36].[F:1][C:2]1([F:29])[CH2:3][CH2:4][N:5]([C:8](=[O:9])[c:10]2[cH:11][c:12]3[c:13]([n:14][cH:15][c:16]([O:18][CH:19]4[CH2:20][CH2:21][N:22]([CH:25]([CH3:26])[CH3:27])[CH2:23][CH2:24]4)[cH:17]3)[nH:28]2)[CH2:6][CH2:7]1.[H-:30].[Na+:31]>>[F:1][C:2]1([F:29])[CH2:3][CH2:4][N:5]([C:8](=[O:9])[c:10]2[cH:11][c:12]3[c:13]([n:14][cH:15][c:16]([O:18][CH:19]4[CH2:20][CH2:21][N:22]([CH:25]([CH3:26])[CH3:27])[CH2:23][CH2:24]4)[cH:17]3)[n:28]2[CH2:35][CH2:34][O:33][CH3:32])[CH2:6][CH2:7]1.